Dataset: the Open Reaction Database (ORD), a public repository of structured organic reaction records. Task: describe an organic reaction: reactants, conditions, products, and yield Reactants: C(#N)C=1C(=NC=CC1)C (3-cyano-2-picoline), O (water), [Se](=O)=O (selenium(IV) oxide). Run in O1CCOCC1 (dioxane). As a reaction SMILES: [C:1]([C:3]1[C:4]([CH3:9])=[N:5][CH:6]=[CH:7][CH:8]=1)#[N:2].O.[Se](=O)=[O:12]>O1CCOCC1>[C:1]([C:3]1[C:4]([CH:9]=[O:12])=[N:5][CH:6]=[CH:7][CH:8]=1)#[N:2]. The product is C(#N)C=1C(=NC=CC1)C=O (3-cyano-2-pyridinecarboxaldehyde). The yield is 9.7%. Reported procedure: To a solution of 3-cyano-2-picoline (166 mg, 1.41 mmol) in dioxane (3 mL) was added water (0.2 mL) and selenium(IV) oxide (228 mg, 2.05 mmol) and the mixture stirred at reflux overnight. The reaction mixture was concentrated under reduced pressure and purified by column chromatography on silica gel (Hexanes/ether, 3:1 then 1:1) to afford the title compound (18 mg, 10%) as a pale yellow solid. 1H NMR (CDCl3): δ 7.69 (dd, 1H, J=9, 6 Hz), 8.20 (d, 1H, J=9 Hz), 9.00 (d, 1H, J=3 Hz), 10.13 (s, 1H). The reactants are C1(CC1)COC1=C(C=C(C=C1)C(F)F)C=1C2=C(N=CN1)C(=C(N2)C)C(=O)O (4-[2-(cyclopropylmethoxy)-5-(difluoromethyl)phenyl]-6-methyl-5H-pyrrolo[3,2-d]pyrimidine-7-carboxylic acid), Cl.N(=[N+]=[N-])[C@@H]1C[C@@H]([C@H](CC1)N)F ((1S*,2S*,4S*)-4-azido-2-fluorocyclohexanamine hydrochloride). Yields the product N(=[N+]=[N-])[C@H]1C[C@H]([C@@H](CC1)NC(=O)C1=C(NC2=C1N=CN=C2C2=C(C=CC(=C2)C(F)F)OCC2CC2)C)F (N-[(1R*,2R*,4R*)-4-Azido-2-fluorocyclohexyl]-4-[2-(cyclopropylmethoxy)-5-(difluoromethyl)phenyl]-6-methyl-5H-pyrrolo[3,2-d]pyrimidine-7-carboxamide). Reaction SMILES: [CH:1]1([CH2:4][O:5][C:6]2[CH:11]=[CH:10][C:9]([CH:12]([F:14])[F:13])=[CH:8][C:7]=2[C:15]2[C:16]3[NH:23][C:22]([CH3:24])=[C:21]([C:25](O)=[O:26])[C:17]=3[N:18]=[CH:19][N:20]=2)[CH2:3][CH2:2]1.Cl.[N:29]([C@H:32]1[CH2:37][CH2:36][C@H:35]([NH2:38])[C@@H:34]([F:39])[CH2:33]1)=[N+:30]=[N-:31]>>[N:29]([C@@H:32]1[CH2:37][CH2:36][C@@H:35]([NH:38][C:25]([C:21]2[C:17]3[N:18]=[CH:19][N:20]=[C:15]([C:7]4[CH:8]=[C:9]([CH:12]([F:14])[F:13])[CH:10]=[CH:11][C:6]=4[O:5][CH2:4][CH:1]4[CH2:2][CH2:3]4)[C:16]=3[NH:23][C:22]=2[CH3:24])=[O:26])[C@H:34]([F:39])[CH2:33]1)=[N+:30]=[N-:31] |f:1.2|. Procedure details: Starting from 4-[2-(cyclopropylmethoxy)-5-(difluoromethyl)phenyl]-6-methyl-5H-pyrrolo[3,2-d]pyrimidine-7-carboxylic acid (example D.g1) and (1S*,2S*,4S*)-4-azido-2-fluorocyclohexanamine hydrochloride (example C23) the title compound is obtained as pale yellow foam. Starting materials: [Br-], C1CCOC1, CC(C)(C)OC(=O)CC1CCn2c1c(I)c1cc(OCc3ccc(C4CCCC4)c(C(F)(F)F)c3)ccc12, [Zn+]C1CCC1. The product is CC(C)(C)OC(=O)CC1CCn2c1c(C1CCC1)c1cc(OCc3ccc(C4CCCC4)c(C(F)(F)F)c3)ccc12. Reaction SMILES: [Br-:39].[CH2:45]1[O:46][CH2:47][CH2:48][CH2:49]1.[CH:1]1([c:6]2[c:7]([C:35]([F:36])([F:37])[F:38])[cH:8][c:9]([CH2:10][O:11][c:12]3[cH:13][c:14]4[c:15]([I:32])[c:16]5[n:17]([c:18]4[cH:19][cH:20]3)[CH2:21][CH2:22][CH:23]5[CH2:24][C:25](=[O:26])[O:27][C:28]([CH3:29])([CH3:30])[CH3:31])[cH:33][cH:34]2)[CH2:2][CH2:3][CH2:4][CH2:5]1.[CH:40]1([Zn+:44])[CH2:41][CH2:42][CH2:43]1>>[CH:1]1([c:6]2[c:7]([C:35]([F:36])([F:37])[F:38])[cH:8][c:9]([CH2:10][O:11][c:12]3[cH:13][c:14]4[c:15]([CH:40]5[CH2:41][CH2:42][CH2:43]5)[c:16]5[n:17]([c:18]4[cH:19][cH:20]3)[CH2:21][CH2:22][CH:23]5[CH2:24][C:25](=[O:26])[O:27][C:28]([CH3:29])([CH3:30])[CH3:31])[cH:33][cH:34]2)[CH2:2][CH2:3][CH2:4][CH2:5]1. The reactants are C[S-], COC1C(O)CCC2(CO2)C1C1(C)OC1CC=C(C)C, CN(C)C=O, O. Yields the product COC1C(O)CCC(O)(CSC)C1C1(C)OC1CC=C(C)C. As a reaction SMILES: [CH3:21][S-:22].[CH:1]1([C:12]2([CH3:13])[O:14][CH:15]2[CH2:16][CH:17]=[C:18]([CH3:19])[CH3:20])[CH:2]([O:3][CH3:4])[CH:5]([OH:6])[CH2:7][CH2:8][C:9]12[CH2:10][O:11]2.[O:24]=[CH:25][N:26]([CH3:27])[CH3:28].[OH2:23]>>[CH:1]1([C:12]2([CH3:13])[O:14][CH:15]2[CH2:16][CH:17]=[C:18]([CH3:19])[CH3:20])[CH:2]([O:3][CH3:4])[CH:5]([OH:6])[CH2:7][CH2:8][C:9]1([CH2:10][S:22][CH3:21])[OH:11]. Starting materials: Brc1ccc(C2CCCN2)cc1, C=O, O=CO, O. The product is CN1CCCC1c1ccc(Br)cc1. RXN SMILES: [Br:1][c:2]1[cH:3][cH:4][c:5]([CH:8]2[NH:9][CH2:10][CH2:11][CH2:12]2)[cH:6][cH:7]1.[CH2:16]=[O:17].[CH:13]([OH:14])=[O:15].[OH2:18]>>[Br:1][c:2]1[cH:3][cH:4][c:5]([CH:8]2[N:9]([CH3:13])[CH2:10][CH2:11][CH2:12]2)[cH:6][cH:7]1.